Dataset: the Open Reaction Database (ORD), a public repository of structured organic reaction records. Task: describe an organic reaction: reactants, conditions, products, and yield Reactants: [Si](C)(C)(C(C)(C)C)OC=1C=CC=C2C=CC(=NC12)\C=C\OC ((E)-8-(tert-butyldimethylsilyloxy)-2-(2-methoxyvinyl)quinoline), [F-].C(CCC)[N+](CCCC)(CCCC)CCCC (tetrabutylammonium fluoride), BrN1C(CCC1=O)=O (N-bromosuccinimide), COCCOC1=CC(=NC=C1)N (4-(2-methoxyethoxy)pyridin-2-amine). Solvent: C1CCOC1 (THF), O (water), O (water), C1CCOC1 (THF). Reaction conditions: time 1 hour. The product is COCCOC1=CC=2N(C=C1)C(=CN2)C2=NC1=C(C=CC=C1C=C2)O (2-(7-(2-methoxyethoxy)imidazo[1,2-a]pyridin-3-yl)quinolin-8-ol). Isolated yield 34.7%. As a reaction SMILES: [Si]([O:8][C:9]1[CH:10]=[CH:11][CH:12]=[C:13]2[C:18]=1[N:17]=[C:16](/[CH:19]=[CH:20]/OC)[CH:15]=[CH:14]2)(C(C)(C)C)(C)C.BrN1C(=O)CCC1=O.[CH3:31][O:32][CH2:33][CH2:34][O:35][C:36]1[CH:41]=[CH:40][N:39]=[C:38]([NH2:42])[CH:37]=1.[F-].C([N+](CCCC)(CCCC)CCCC)CCC>C1COCC1.O>[CH3:31][O:32][CH2:33][CH2:34][O:35][C:36]1[CH:41]=[CH:40][N:39]2[C:19]([C:16]3[CH:15]=[CH:14][C:13]4[C:18](=[C:9]([OH:8])[CH:10]=[CH:11][CH:12]=4)[N:17]=3)=[CH:20][N:42]=[C:38]2[CH:37]=1 |f:3.4|. Procedure: (E)-8-(tert-butyldimethylsilyloxy)-2-(2-methoxyvinyl)quinoline (1.90 g, 6.02 mmol) was dissolved in a solution of THF (20 mL) and water (3 mL). N-bromosuccinimide (1.13, 6.32 mmol) was added to the reaction mixture. After the reaction was judged to be complete (monitored by MS), 4-(2-methoxyethoxy)pyridin-2-amine 1.01 g, 6.02 mmol) was added. The reaction was then heated to reflux for 5 hours and then cooled to ambient temperature. To the reaction mixture was added 10 ml of 1.0 M tetrabutylammon... Starting materials: N#Cc1cccc(-c2nc3ccccn3c2-c2ccnc(Cl)n2)c1, ClCCl, Cl, OC(F)(F)CF, Cc1cc(OC2CCN(C(=O)OCc3ccccc3)CC2)ccc1N, [Na+], O=C([O-])O. Yields the product Cc1cc(OC2CCN(C(=O)OCc3ccccc3)CC2)ccc1Nc1nccc(-c2c(-c3cccc(C#N)c3)nc3ccccn23)n1. RXN SMILES: [Cl:1][c:2]1[n:3][cH:4][cH:5][c:6](-[c:8]2[c:9](-[c:17]3[cH:18][c:19]([C:20]#[N:21])[cH:22][cH:23][cH:24]3)[n:10][c:11]3[n:12]2[cH:13][cH:14][cH:15][cH:16]3)[n:7]1.[Cl:62][CH2:63][Cl:64].[ClH:50].[F:56][CH2:57][C:58]([F:59])([F:60])[OH:61].[NH2:25][c:26]1[c:27]([CH3:49])[cH:28][c:29]([O:32][CH:33]2[CH2:34][CH2:35][N:36]([C:39](=[O:40])[O:41][CH2:42][c:43]3[cH:44][cH:45][cH:46][cH:47][cH:48]3)[CH2:37][CH2:38]2)[cH:30][cH:31]1.[Na+:55].[O-:51][C:52]([OH:53])=[O:54]>>[c:2]1([NH:25][c:26]2[c:27]([CH3:49])[cH:28][c:29]([O:32][CH:33]3[CH2:34][CH2:35][N:36]([C:39](=[O:40])[O:41][CH2:42][c:43]4[cH:44][cH:45][cH:46][cH:47][cH:48]4)[CH2:37][CH2:38]3)[cH:30][cH:31]2)[n:3][cH:4][cH:5][c:6](-[c:8]2[c:9](-[c:17]3[cH:18][c:19]([C:20]#[N:21])[cH:22][cH:23][cH:24]3)[n:10][c:11]3[n:12]2[cH:13][cH:14][cH:15][cH:16]3)[n:7]1. Starting materials: CN1[C@@H](CCC1)C=1CC(=CNC1)C=O ((S)-5-(1-methylpyrrolidin-2-yl)-1,4-dihydropyridine-3-carbaldehyde), [S] (sulfur). Run in C1(=CC=CC=C1)C (toluene). Product: CN1C(CCC1)C=1C=C(C=NC1)C=O (5-(1-methylpyrrolidin-2-yl)pyridine-3-carbaldehyde). Isolated yield 83.6%. Reaction SMILES: [CH3:1][N:2]1[CH2:6][CH2:5][CH2:4][C@H:3]1[C:7]1[CH2:8][C:9]([CH:13]=[O:14])=[CH:10][NH:11][CH:12]=1.[S]>C1(C)C=CC=CC=1>[CH3:1][N:2]1[CH2:6][CH2:5][CH2:4][CH:3]1[C:7]1[CH:8]=[C:9]([CH:13]=[O:14])[CH:10]=[N:11][CH:12]=1 |^3:14|. Reported procedure: A solution of (S)-5-(1-methylpyrrolidin-2-yl)-1,4-dihydropyridine-3-carbaldehyde IV (0.011 g, 0.044 mmol) and elemental sulfur (0.0015 g, 0.044 mmol) in 2 mL of toluene was refluxed for 1 day. After filtration through a pad of Celite, and evaporation of the solvent under reduced pressure, the crude material was purified by RPLC (silica gel, 5% EtOAc/hexanes then EtOAc) to afford 0.007 g (83%) of 5-(1-methylpyrrolidin-2-yl)pyridine-3-carbaldehyde V as a clear oil. IR (thin film, neat, NaCl): 2950...